Dataset: the Open Reaction Database (ORD), a public repository of structured organic reaction records. Task: describe an organic reaction: reactants, conditions, products, and yield The reactants are C(C)OC(C1=CC=C(C=C1)OCCCN1C(C2=CC=CC=C2C1=O)=O)=O (4-[3-(1,3-dihydro-1,3-dioxo-2H-isoindol-2-yl)propoxy]benzoic acid ethyl ester), O.NN (hydrazine hydrate). Run in C(C)O (ethanol). The product is C(C)OC(C1=CC=C(C=C1)OCCCN)=O (4-(3-Aminopropoxy)benzoic acid ethyl ester). The yield is 51.6%. As a reaction SMILES: [CH2:1]([O:3][C:4](=[O:26])[C:5]1[CH:10]=[CH:9][C:8]([O:11][CH2:12][CH2:13][CH2:14][N:15]2C(=O)C3C(=CC=CC=3)C2=O)=[CH:7][CH:6]=1)[CH3:2].O.NN>C(O)C>[CH2:1]([O:3][C:4](=[O:26])[C:5]1[CH:10]=[CH:9][C:8]([O:11][CH2:12][CH2:13][CH2:14][NH2:15])=[CH:7][CH:6]=1)[CH3:2] |f:1.2|. Procedure: A stirred mixture of 11.8 g (0.033 mole) of 4-[3-(1,3-dihydro-1,3-dioxo-2H-isoindol-2-yl)propoxy]benzoic acid ethyl ester and 2.4 g of 85% hydrazine hydrate in 300 mL of ethanol was heated at reflux temperature for 3 hr. After cooling the reaction mixture was filtered and the filtrate was concentrated under reduced pressure. The residue was treated with 450 mL of 2N hydrochloric acid and filtered. The filtrate was basified to pH 11 with potassium carbonate and the mixture was extracted twice wit... Starting materials: O=C1CCC(=O)N1Br, CN(C)C=O, CCOC(C)=O, [Na+], [Na+], O=S([O-])([O-])=S, c1cc2[nH]ncc2cn1. The product is Brc1n[nH]c2ccncc12. As a reaction SMILES: [Br:10][N:11]1[C:12](=[O:13])[CH2:14][CH2:15][C:16]1=[O:17].[CH3:25][N:26]([CH3:27])[CH:28]=[O:29].[CH3:30][CH2:31][O:32][C:33](=[O:34])[CH3:35].[Na+:23].[Na+:24].[S:18]([O-:19])([O-:20])(=[O:21])=[S:22].[nH:1]1[n:2][cH:3][c:4]2[cH:5][n:6][cH:7][cH:8][c:9]12>>[nH:1]1[n:2][c:3]([Br:10])[c:4]2[cH:5][n:6][cH:7][cH:8][c:9]12. Starting materials: CC1=C(N=CN1)CSCCNC(=NCCCC)NCCSCC=1N=CNC1C (N,N'-bis-[2-((5-methyl-4-imidazolyl)methylthio)ethyl]-N"-butylguanidine), C(CCC)N (butylamine), CN (methylamine). Run in C(C)O (ethanol). Product: CC1=C(N=CN1)CSCCNC(=NC)NCCSCC=1N=CNC1C (N,N'-bis-[2-((5-Methyl-4-imidazolyl)methylthio)ethyl]-N"-methylguanidine). RXN SMILES: [CH3:1][C:2]1[NH:6][CH:5]=[N:4][C:3]=1[CH2:7][S:8][CH2:9][CH2:10][NH:11][C:12]([NH:18][CH2:19][CH2:20][S:21][CH2:22][C:23]1[N:24]=[CH:25][NH:26][C:27]=1[CH3:28])=[N:13][CH2:14]CCC.C(N)CCC.CN>C(O)C>[CH3:28][C:27]1[NH:26][CH:25]=[N:24][C:23]=1[CH2:22][S:21][CH2:20][CH2:19][NH:18][C:12]([NH:11][CH2:10][CH2:9][S:8][CH2:7][C:3]1[N:4]=[CH:5][NH:6][C:2]=1[CH3:1])=[N:13][CH3:14]. Procedure: In a similar manner N,N'-bis-[2-((5-methyl-4-imidazolyl)methylthio)ethyl]-N"-butylguanidine may be prepared using butylamine in ethanol in place of ethanolic methylamine. Reactants: C1CCC2=NCCCN2CC1, CS(=O)c1nc(N)nc(-c2cccs2)c1C#N, C1COCCO1, OCc1ccccn1. Product: N#Cc1c(OCc2ccccn2)nc(N)nc1-c1cccs1. Reaction SMILES: [CH2:26]1[CH2:27][CH2:28][C:29]2=[N:34][CH2:33][CH2:32][CH2:31][N:30]2[CH2:35][CH2:36]1.[NH2:1][c:2]1[n:3][c:4](-[c:13]2[s:14][cH:15][cH:16][cH:17]2)[c:5]([C:11]#[N:12])[c:6]([S:8]([CH3:9])=[O:10])[n:7]1.[O:37]1[CH2:38][CH2:39][O:40][CH2:41][CH2:42]1.[OH:18][CH2:19][c:20]1[n:21][cH:22][cH:23][cH:24][cH:25]1>>[NH2:1][c:2]1[n:3][c:4](-[c:13]2[s:14][cH:15][cH:16][cH:17]2)[c:5]([C:11]#[N:12])[c:6]([O:18][CH2:19][c:20]2[n:21][cH:22][cH:23][cH:24][cH:25]2)[n:7]1. The reactants are CC(=CCCC(C)=O)C#C (6-methyl-5-octen-7-yn-2-one), cuprous chloride, ClCC(=C)CCl (3-chloro-2-chloromethyl-1-propene), C([O-])([O-])=O.[K+].[K+] (potassium carbonate). Reagents/catalysts: [Cl-].C(C1=CC=CC=C1)[N+](CC)(CC)CC (benzyltriethylammonium chloride). Run in CCOCC (ether), C(C)#N (acetonitrile). Run at time 22 hour. Yields the product ClCC(CC#CC(=CCCC(C)=O)C)=C (10-Chloromethyl-6-methyl-5,10-undecadien-7-yn-2-one). Isolated yield 74.0%. Reaction SMILES: [CH3:1][C:2]([C:9]#[CH:10])=[CH:3][CH2:4][CH2:5][C:6](=[O:8])[CH3:7].[Cl:11][CH2:12][C:13]([CH2:15]Cl)=[CH2:14].C(=O)([O-])[O-].[K+].[K+]>[Cl-].C([N+](CC)(CC)CC)C1C=CC=CC=1.C(#N)C.CCOCC>[Cl:11][CH2:12][C:13](=[CH2:14])[CH2:15][C:10]#[C:9][C:2]([CH3:1])=[CH:3][CH2:4][CH2:5][C:6](=[O:8])[CH3:7] |f:2.3.4,5.6|. Procedure: A mixture of 120 mg (0.88 mmole) of 6-methyl-5-octen-7-yn-2-one (produced in accordance with Example II), 2.00 mL (19 mmoles, the excess of which can be quantitatively recovered by distillation at reduced pressure after the reaction is complete) of 3-chloro-2-chloromethyl-1-propene (purchased from Aldrich Chemical Co., Milwaukee, Wis.), 193 mg (1.4 mmoles) of anhydrous potassium carbonate, 20 mg (0.20 mmole) of cuprous chloride, and 20 mg (0.087 mmole) of benzyltriethylammonium chloride in 2.00 ...